Dataset: the Open Reaction Database (ORD), a public repository of structured organic reaction records. Task: describe an organic reaction: reactants, conditions, products, and yield The solvent is CN(C)C=O (DMF). Procedure: A slurry of 2,6-difluorophenol (1.0 g, 8 mmol), potassium carbonate (3.29 g, 24.2 mmol) and 4-fluoro benzaldehyde (1.36 g 10.4 mmol) in dry DMF (50 mL) was stirred at 100° C. overnight under nitrogen atmosphere. After the reaction is completed it was cooled to room temperature and poured in to ice cold water. The mixture was extracted with ethyl acetate (100 mL×2). The combined organic layers were washed with water (50 mL×2), brine, then dried over anhydrous sodium sulphate and concentrated. The... Reaction SMILES: [F:1][C:2]1[CH:7]=[CH:6][CH:5]=[C:4]([F:8])[C:3]=1[OH:9].C(=O)([O-])[O-].[K+].[K+].F[C:17]1[CH:24]=[CH:23][C:20]([CH:21]=[O:22])=[CH:19][CH:18]=1>CN(C=O)C>[F:1][C:2]1[CH:7]=[CH:6][CH:5]=[C:4]([F:8])[C:3]=1[O:9][C:17]1[CH:24]=[CH:23][C:20]([CH:21]=[O:22])=[CH:19][CH:18]=1 |f:1.2.3|. Product: FC1=C(OC2=CC=C(C=O)C=C2)C(=CC=C1)F (4-(2,6-Difluoro-phenoxy)-benzaldehyde). The reactants are FC1=C(C(=CC=C1)F)O (2,6-difluorophenol), C([O-])([O-])=O.[K+].[K+] (potassium carbonate), FC1=CC=C(C=O)C=C1 (4-fluoro benzaldehyde). Yields the product O=C(O)C1=C(Sc2ccc3c(c2)OCO3)c2ccccc2S(=O)(=O)N1Cc1ccc2c(c1)OCO2. Reaction SMILES: [CH2:39]1[O:40][CH2:41][CH2:42][CH2:43]1.[CH3:1][O:2][C:3](=[O:4])[C:5]1=[C:10]([S:11][c:12]2[cH:13][c:14]3[c:15]([cH:19][cH:20]2)[O:16][CH2:17][O:18]3)[c:9]2[c:8]([cH:24][cH:23][cH:22][cH:21]2)[S:7](=[O:25])(=[O:26])[N:6]1[CH2:27][c:28]1[cH:29][c:30]2[c:31]([cH:35][cH:36]1)[O:32][CH2:33][O:34]2.[CH3:37][OH:38].[ClH:45].[OH2:44]>>[O:2]=[C:3]([OH:4])[C:5]1=[C:10]([S:11][c:12]2[cH:13][c:14]3[c:15]([cH:19][cH:20]2)[O:16][CH2:17][O:18]3)[c:9]2[c:8]([cH:24][cH:23][cH:22][cH:21]2)[S:7](=[O:25])(=[O:26])[N:6]1[CH2:27][c:28]1[cH:29][c:30]2[c:31]([cH:35][cH:36]1)[O:32][CH2:33][O:34]2. The reactants are C1CCOC1, COC(=O)C1=C(Sc2ccc3c(c2)OCO3)c2ccccc2S(=O)(=O)N1Cc1ccc2c(c1)OCO2, CO, Cl, O. Reactants: C(C)(C)(C)OC(=O)NC1CC=2C=CC3=CC=CC=C3C2CC1=O (2-tertbutoxycarbonylamino-1,2-dihydro-3(4H) -phenanthrenone), Cl (hydrochloric acid). Solvent: C(C)OCC (diethyl ether), C(C)OCC (diethyl ether). Conditions: time 6 hour. The product is Cl.NC1CC=2C=CC3=CC=CC=C3C2CC1=O (2-amino-1,2-dihydro-3(4H)-phenanthrenone, hydrochloride). As a reaction SMILES: C(OC([NH:8][CH:9]1[C:22](=[O:23])[CH2:21][C:20]2[C:19]3[C:14](=[CH:15][CH:16]=[CH:17][CH:18]=3)[CH:13]=[CH:12][C:11]=2[CH2:10]1)=O)(C)(C)C.[ClH:24]>C(OCC)C>[ClH:24].[NH2:8][CH:9]1[C:22](=[O:23])[CH2:21][C:20]2[C:19]3[C:14](=[CH:15][CH:16]=[CH:17][CH:18]=3)[CH:13]=[CH:12][C:11]=2[CH2:10]1 |f:3.4|. Reported procedure: Under argon to a solution of 2-tertbutoxycarbonylamino-1,2-dihydro-3(4H) -phenanthrenone (74 mg) in anhydrous diethyl ether (5 ml) was added a saturated solution of hydrochloric acid in diethyl ether (5 ml). The mixture was stirred for 6 hours and the formed precipitate was filtered and dried under vacuum to afford the title compound as a white solid (42 mg) Starting materials: C[Si](C)(C)I, CC#N, [Na+], [Na+], CC12C=CC(=O)C=C1CCC1C2C(=O)CC2(C)C1CCC2(O)C(=O)CO, O=S([O-])[O-]. The product is CC12C=CC(=O)C=C1CCC1C2C(=O)CC2(C)C(C(=O)CO)CCC12. Reaction SMILES: [CH3:1][Si:2]([I:3])([CH3:4])[CH3:5].[CH3:38][C:39]#[N:40].[Na+:36].[Na+:37].[OH:6][C:7]1([C:8]([CH2:9][OH:10])=[O:11])[CH2:12][CH2:13][CH:14]2[CH:15]3[CH2:16][CH2:17][C:18]4=[CH:19][C:20](=[O:31])[CH:21]=[CH:22][C:23]4([CH3:24])[CH:25]3[C:26](=[O:30])[CH2:27][C:28]12[CH3:29].[S:32]([O-:33])([O-:34])=[O:35]>>[CH:7]1([C:8]([CH2:9][OH:10])=[O:11])[CH2:12][CH2:13][CH:14]2[CH:15]3[CH2:16][CH2:17][C:18]4=[CH:19][C:20](=[O:31])[CH:21]=[CH:22][C:23]4([CH3:24])[CH:25]3[C:26](=[O:30])[CH2:27][C:28]12[CH3:29]. The reactants are CC(=O)O[BH-](OC(C)=O)OC(C)=O, C=O, CC(=O)O, CC#N, CNC1CCC(Oc2ccc3c(=O)[nH]ccc3c2)CC1, [Na+]. Product: CN(C)C1CCC(Oc2ccc3c(=O)[nH]ccc3c2)CC1. RXN SMILES: [C:27]([O:28][BH-:29]([O:30][C:31](=[O:32])[CH3:33])[O:34][C:35](=[O:36])[CH3:37])(=[O:38])[CH3:39].[CH2:25]=[O:26].[CH3:1][C:2](=[O:3])[OH:4].[CH3:41][C:42]#[N:43].[CH3:5][NH:6][CH:7]1[CH2:8][CH2:9][CH:10]([O:13][c:14]2[cH:15][c:16]3[cH:17][cH:18][nH:19][c:20](=[O:24])[c:21]3[cH:22][cH:23]2)[CH2:11][CH2:12]1.[Na+:40]>>[CH3:1][N:6]([CH3:5])[CH:7]1[CH2:8][CH2:9][CH:10]([O:13][c:14]2[cH:15][c:16]3[cH:17][cH:18][nH:19][c:20](=[O:24])[c:21]3[cH:22][cH:23]2)[CH2:11][CH2:12]1. Reactants: Oc1cc2c(cc1CC=Cc1ccccc1Br)OCC2, [C-]#N. Yields the product N#Cc1ccccc1C=CCc1cc2c(cc1O)CCO2. RXN SMILES: [Br:1][c:2]1[c:3]([CH:4]=[CH:5][CH2:6][c:7]2[cH:8][c:9]3[c:10]([cH:14][c:15]2[OH:16])[CH2:11][CH2:12][O:13]3)[cH:17][cH:18][cH:19][cH:20]1.[C-:21]#[N:22]>>[c:2]1([C:21]#[N:22])[c:3]([CH:4]=[CH:5][CH2:6][c:7]2[cH:8][c:9]3[c:10]([cH:14][c:15]2[OH:16])[CH2:11][CH2:12][O:13]3)[cH:17][cH:18][cH:19][cH:20]1.